This data is from the Open Reaction Database (ORD), a public repository of structured organic reaction records. The task is: describe an organic reaction: reactants, conditions, products, and yield The reactants are FC=1C=CC(=NC1)C1=NOC(=C1/C=C/C=1SC(=CN1)C(=O)O)C (2-{(E)-2-[3-(5-fluoro-pyridin-2-yl)-5-methyl-isoxazol-4-yl]-vinyl}-thiazole-5-carboxylic acid), N1CCOCC1 (morpholine). Product: FC=1C=CC(=NC1)C1=NOC(=C1/C=C/C=1SC(=CN1)C(=O)N1CCOCC1)C ((2-{(E)-2-[3-(5-Fluoro-pyridin-2-yl)-5-methyl-isoxazol-4-yl]-vinyl}-thiazol-5-yl)-morpholin-4-yl-methanone). The yield is 83.0%. RXN SMILES: [F:1][C:2]1[CH:3]=[CH:4][C:5]([C:8]2[C:12](/[CH:13]=[CH:14]/[C:15]3[S:16][C:17]([C:20]([OH:22])=O)=[CH:18][N:19]=3)=[C:11]([CH3:23])[O:10][N:9]=2)=[N:6][CH:7]=1.[NH:24]1[CH2:29][CH2:28][O:27][CH2:26][CH2:25]1>>[F:1][C:2]1[CH:3]=[CH:4][C:5]([C:8]2[C:12](/[CH:13]=[CH:14]/[C:15]3[S:16][C:17]([C:20]([N:24]4[CH2:29][CH2:28][O:27][CH2:26][CH2:25]4)=[O:22])=[CH:18][N:19]=3)=[C:11]([CH3:23])[O:10][N:9]=2)=[N:6][CH:7]=1. Procedure: As described for example 77c, 2-{(E)-2-[3-(5-fluoro-pyridin-2-yl)-5-methyl-isoxazol-4-yl]-vinyl}-thiazole-5-carboxylic acid (83 mg, 0.25 mmol) was converted, using morpholine instead of 4-aminotetrahydropyran, to the title compound (83 mg, 83%) which was obtained as a yellow solid after purification by chromatography (silica, 0 to 100% ethyl acetate in heptane). MS: m/e=401.2 [M+H]+. The reactants are C(C)(=O)O (acetic acid), CNC1=NOC(=N1)C(C)C1=CC(=CC=C1)C1(OCCO1)C1=CC=CC=C1 (3-methylamino-5-(1-(3-(2-phenyl-1,3-dioxolan-2-yl)phenyl)ethyl)-1,2,4-oxadiazole). Solvent: O (water). Conditions: time 8 hour. The product is CNC1=NOC(=N1)C(C)C1=CC(=CC=C1)C(C1=CC=CC=C1)=O (3-methylamino-5-(1-(3-benzoylphenyl)ethyl)-1,2,4-oxadiazole). Isolated yield 59.5%. As a reaction SMILES: C(O)(=O)C.[CH3:5][NH:6][C:7]1[N:11]=[C:10]([CH:12]([C:14]2[CH:19]=[CH:18][CH:17]=[C:16]([C:20]3([C:25]4[CH:30]=[CH:29][CH:28]=[CH:27][CH:26]=4)OCC[O:21]3)[CH:15]=2)[CH3:13])[O:9][N:8]=1>O>[CH3:5][NH:6][C:7]1[N:11]=[C:10]([CH:12]([C:14]2[CH:19]=[CH:18][CH:17]=[C:16]([C:20](=[O:21])[C:25]3[CH:30]=[CH:29][CH:28]=[CH:27][CH:26]=3)[CH:15]=2)[CH3:13])[O:9][N:8]=1. Procedure: To the mixture of acetic acid (16 ml) and water (4 ml) was added 3-methylamino-5-(1-(3-(2-phenyl-1,3-dioxolan-2-yl)phenyl)ethyl)-1,2,4-oxadiazole (0.643 g, 2.44 mmol). After the mixture was stirred at room temperature overnight, the mixture was evaporated under reduced pressure to a residue, which was extracted with dichloromethane after saturated NaHCO3 aq. was added. The extracts were washed with water, dried with anhydrous magnesium sulfate, and evaporated under reduced pressure to a residue,... Reactants: Br.C1(CC1)C(=N)C1CC1 (dicyclopropylmethanimine hydrobromide), S(=O)(=O)([O-])[O-].[NH4+].[NH4+] (ammonium sulfate). Run in CS(=O)C (dimethyl sulfoxide). Reaction conditions: temperature 100 celsius, time 2 hour. Product: S(=O)(=O)([O-])[O-].[N+]1=2CCCC2CCC1.[N+]1=2CCCC2CCC1 (Bis(1-azoniabicyclo[3.3.0]oct-1(5)-ene) sulfate). Isolated yield 60.2%. As a reaction SMILES: Br.[CH:2]1([C:5]([CH:7]2[CH2:9][CH2:8]2)=[NH:6])[CH2:4][CH2:3]1.[S:10]([O-:14])([O-:13])(=[O:12])=[O:11].[NH4+].[NH4+]>CS(C)=O>[S:10]([O-:14])([O-:13])(=[O:12])=[O:11].[N+:6]12[CH2:9][CH2:8][CH2:7][C:5]=1[CH2:2][CH2:3][CH2:4]2.[N+:6]12[CH2:9][CH2:8][CH2:7][C:5]=1[CH2:2][CH2:3][CH2:4]2 |f:0.1,2.3.4,6.7.8|. Procedure: To a solution of dicyclopropylmethanimine hydrobromide (0.200 g, 1.05 mmol) in 5.0 ml of dimethyl sulfoxide was added 0.139 g (1.05 mmol) of ammonium sulfate. The mixture was heated with stirring at 100° C. for 2 hours. The solvent was distilled out in vacuo and isobutyl alcohol was added to the residue. Precipitated crystals was obtained and recrystallized from ethanol to afford 0.10 g (Yield: 62%) of the desired compound.